From a dataset of the Open Reaction Database (ORD), a public repository of structured organic reaction records. describe an organic reaction: reactants, conditions, products, and yield Starting materials: CN(C)P(=O)(N(C)C)N(C)C, [H-], [Na+], C1CCOC1, Oc1ccc2c(c1)OCC2, COC(C)(C)CCCC(C)CC(C)OS(=O)(=O)c1ccc(C)cc1. Product: COC(C)(C)CCCC(C)CC(C)Oc1ccc2c(c1)OCC2. RXN SMILES: [CH3:42][N:43]([CH3:44])[P:45](=[O:46])([N:47]([CH3:48])[CH3:49])[N:50]([CH3:51])[CH3:52].[H-:16].[Na+:17].[O:11]1[CH2:12][CH2:13][CH2:14][CH2:15]1.[OH:1][c:2]1[cH:3][c:4]2[c:5]([cH:9][cH:10]1)[CH2:6][CH2:7][O:8]2.[c:18]1([CH3:19])[cH:20][cH:21][c:22]([S:23]([O:24][CH:28]([CH2:29][CH:30]([CH2:31][CH2:32][CH2:33][C:34]([CH3:35])([CH3:36])[O:37][CH3:38])[CH3:39])[CH3:40])(=[O:25])=[O:26])[cH:27][cH:41]1>>[O:1]([c:2]1[cH:3][c:4]2[c:5]([cH:9][cH:10]1)[CH2:6][CH2:7][O:8]2)[CH:28]([CH2:29][CH:30]([CH2:31][CH2:32][CH2:33][C:34]([CH3:35])([CH3:36])[O:37][CH3:38])[CH3:39])[CH3:40]. The product is C(C)(=O)O[C@H]1C[C@@H]2CC[C@H]3[C@@H]4CC[C@@H]([C@@]4(C)C[C@@H]([C@@H]3[C@]2(CC1)C)O)C#N (3α-Acetoxy-17β-cyano-5α-androstan-11β-ol). RXN SMILES: [C:1]([C@H:3]1[CH2:8][CH2:7][C@H:6]2[C@H:9]3[C@H:19]([C@@H:20]([OH:22])[CH2:21][C@:4]12[CH3:5])[C@:17]1([CH3:18])[C@H:12]([CH2:13][C@H:14]([OH:23])[CH2:15][CH2:16]1)[CH2:11][CH2:10]3)#[N:2].N1C=CC=CC=1.[C:30](OC(=O)C)(=[O:32])[CH3:31]>Cl>[C:30]([O:23][C@@H:14]1[CH2:15][CH2:16][C@@:17]2([CH3:18])[C@@H:12]([CH2:11][CH2:10][C@@H:9]3[C@@H:19]2[C@@H:20]([OH:22])[CH2:21][C@@:4]2([CH3:5])[C@H:6]3[CH2:7][CH2:8][C@@H:3]2[C:1]#[N:2])[CH2:13]1)(=[O:32])[CH3:31]. The reactants are C(#N)[C@@H]1[C@]2(C)[C@@H](CC1)[C@@H]1CC[C@H]3C[C@@H](CC[C@]3(C)[C@H]1[C@H](C2)O)O (17β-cyano-5α-androstane-3α,11β-diol), N1=CC=CC=C1 (pyridine), C(C)(=O)OC(C)=O (acetic anhydride). The solvent is Cl (hydrochloric acid). Procedure: A solution of 17β-cyano-5α-androstane-3α,11β-diol (20 mg) in acetic anhydride (0.5 ml) containing pyridine (0.5 ml) was kept at room temperature for three days. The mixture was diluted with 2N-hydrochloric acid and extracted with ethyl acetate. Evaporation of the organic extract afforded title compound (21 mg). Run at time 3 day. Reactants: CC1CNCCN1C(C)c1ccc(Br)cc1, CC1CC(=O)CCN1C(=O)OC(C)(C)C. Product: CC1CC(N2CCN(C(C)c3ccc(Br)cc3)C(C)C2)CCN1C(=O)OC(C)(C)C. As a reaction SMILES: [Br:1][c:2]1[cH:3][cH:4][c:5]([CH:8]([CH3:9])[N:10]2[CH:11]([CH3:16])[CH2:12][NH:13][CH2:14][CH2:15]2)[cH:6][cH:7]1.[C:17]([CH3:18])([CH3:19])([CH3:20])[O:21][C:22](=[O:23])[N:24]1[CH:25]([CH3:31])[CH2:26][C:27](=[O:30])[CH2:28][CH2:29]1>>[Br:1][c:2]1[cH:3][cH:4][c:5]([CH:8]([CH3:9])[N:10]2[CH:11]([CH3:16])[CH2:12][N:13]([CH:27]3[CH2:26][CH:25]([CH3:31])[N:24]([C:22]([O:21][C:17]([CH3:18])([CH3:19])[CH3:20])=[O:23])[CH2:29][CH2:28]3)[CH2:14][CH2:15]2)[cH:6][cH:7]1. Starting materials: C1CCOC1, C[Si](C)(C)[N-][Si](C)(C)C, CCOC(C)=O, O=Cc1ccc(F)cc1, Fc1ccc(CBr)cc1, [Li+]. Yields the product O=C(Cc1ccc(F)cc1)c1ccc(F)cc1. RXN SMILES: [CH2:35]1[O:36][CH2:37][CH2:38][CH2:39]1.[CH3:11][Si:12]([N-:13][Si:14]([CH3:15])([CH3:16])[CH3:17])([CH3:18])[CH3:19].[CH3:29][CH2:30][O:31][C:32]([CH3:33])=[O:34].[F:1][c:2]1[cH:3][cH:4][c:5]([CH:6]=[O:7])[cH:8][cH:9]1.[F:20][c:21]1[cH:22][cH:23][c:24]([CH2:25][Br:26])[cH:27][cH:28]1.[Li+:10]>>[F:1][c:2]1[cH:3][cH:4][c:5]([C:6](=[O:7])[CH2:25][c:24]2[cH:23][cH:22][c:21]([F:20])[cH:28][cH:27]2)[cH:8][cH:9]1. Reactants: [NH2-].[Na+] (sodamide), C(CCCCCCC\C=C/CCCCCCCC)(=O)O (oleic acid), CCCCC(CCCC)C1=CC=NC=C1 (4-(5-nonyl)pyridine). The solvent is C=1(C(=CC=CC1)C)C (xylene). Reaction conditions: temperature 173 celsius, time 8.7 hour. The product is NC1=NC=CC(=C1)C(CCCC)CCCC (2-amino-4-(5-nonyl)pyridine). The yield is 67.3%. RXN SMILES: [NH2-:1].[Na+].C(O)(=O)CCCCCCC/C=C\CCCCCCCC.[CH3:23][CH2:24][CH2:25][CH2:26][CH:27]([C:32]1[CH:37]=[CH:36][N:35]=[CH:34][CH:33]=1)[CH2:28][CH2:29][CH2:30][CH3:31]>C1(C)C(C)=CC=CC=1>[NH2:1][C:34]1[CH:33]=[C:32]([CH:27]([CH2:26][CH2:25][CH2:24][CH3:23])[CH2:28][CH2:29][CH2:30][CH3:31])[CH:37]=[CH:36][N:35]=1 |f:0.1|. Reported procedure: A mixture of 50.7 g (1.3 moles) of sodamide preformed in situ as in Example 1, 350 cc of xylene containing 0.1 cc of oleic acid, and 205 g (1 mole) of 4-(5-nonyl)pyridine was placed in a Magne Drive such as the one described in Example 2. The autoclave was closed and purged of air with nitrogen, pressurized to 10 psig with ammonia and 200 psig with nitrogen. The pressure relief valve was set at 350 psig. The mixture was heated to 173° C. at which temperature amination began. The temperature was ... Reactants: C(C)C1=NNC(C2=CC(=CC=C12)OC)=O (4-ethyl-7-methoxy-2H-phthalazin-1-one), P(=O)(Cl)(Cl)Cl (phosphoryl chloride). The product is ClC1=NN=C(C2=CC=C(C=C12)OC)CC (1-Chloro-4-ethyl-7-methoxyphthalazine). RXN SMILES: [CH2:1]([C:3]1[C:12]2[C:7](=[CH:8][C:9]([O:13][CH3:14])=[CH:10][CH:11]=2)[C:6](=O)[NH:5][N:4]=1)[CH3:2].P(Cl)(Cl)([Cl:18])=O>>[Cl:18][C:6]1[C:7]2[C:12](=[CH:11][CH:10]=[C:9]([O:13][CH3:14])[CH:8]=2)[C:3]([CH2:1][CH3:2])=[N:4][N:5]=1. Procedure: This compound is obtained according to the procedure described in 1.3. by reacting 4-ethyl-7-methoxy-2H-phthalazin-1-one with phosphoryl chloride. As a reaction SMILES: [ClH:1].[ClH:2].Cl[CH2:4][C:5]1[N:6]=[C:7]([CH2:10][N:11]([CH3:13])[CH3:12])[S:8][CH:9]=1.[CH3:14][O:15][C:16]1[CH:17]=[C:18]2[C:23](=[CH:24][C:25]=1[OH:26])[N:22]=[CH:21][N:20]=[CH:19]2.C(=O)([O-])[O-].[K+].[K+]>CN(C=O)C>[Cl:1][C:17]1[CH:18]=[C:23]([NH:22][C:19]2[C:18]3[C:23](=[CH:24][C:25]([O:26][CH2:4][C:5]4[N:6]=[C:7]([CH2:10][N:11]([CH3:13])[CH3:12])[S:8][CH:9]=4)=[C:16]([O:15][CH3:14])[CH:17]=3)[N:22]=[CH:21][N:20]=2)[CH:24]=[CH:25][C:16]=1[Cl:2] |f:0.1.2,4.5.6|. The solvent is CN(C)C=O (DMF). Yields the product ClC=1C=C(C=CC1Cl)NC1=NC=NC2=CC(=C(C=C12)OC)OCC=1N=C(SC1)CN(C)C (N-(3,4-dichlorophenyl)-7-[({2-[(dimethylamino)methyl]-1,3-thiazol-4-yl}methyl)oxy]-6-(methyloxy)quinazolin-4-amine). Procedure: N-{[4-(Chloromethyl)-1,3-thiazol-2-yl]methyl}-N,N-dimethylamine hydrochloride hydrochloride (0.050 g, 0.220 mmol) and 4-[3,4-dichlorophenyl)amino]-6-(methoxy)quinazolin-7-ol (0.074 g, 0.220 mmol) were suspended in DMF (4 mL) and potassium carbonate (0.152 g, 1.10 mmol) was added. The mixture was stirred at room temperature for 50 h and then at 70° C. for 3.5 h. An additional portion of N-{[4-(chloromethyl)-1,3-thiazol-2-yl]methyl}-N,N-dimethylamine hydrochloride hydrochloride (0.019 g, 0.084 mmo... Isolated yield 30.0%. Starting materials: Cl.Cl.ClCC=1N=C(SC1)CN(C)C (N-{[4-(Chloromethyl)-1,3-thiazol-2-yl]methyl}-N,N-dimethylamine hydrochloride hydrochloride), Cl.Cl.ClCC=1N=C(SC1)CN(C)C (N-{[4-(chloromethyl)-1,3-thiazol-2-yl]methyl}-N,N-dimethylamine hydrochloride hydrochloride), COC=1C=C2C=NC=NC2=CC1O (6-(methoxy)quinazolin-7-ol), C([O-])([O-])=O.[K+].[K+] (potassium carbonate). Conditions: time 50 hour. Run in C1CCOC1 (THF). Procedure: The ester from Step 2 was dissolved in THF (1.2 L), the solution cooled to 0° C., and under a N2 atmosphere, there was slowly added LiAlH4 (20 g) over 1 h. After a further 30 min., the mixture was quenched carefully with sat'd aqueous NH4Cl (250 mL). The granular salts were filtered off, washed with EtOAc, and the filtrate was dried over MgSO4, and evaporated to afford the title alcohol (85 g) as an oil. Run at temperature 0 celsius, time 30 minute. Reactants: BrC1=CC=CC(=N1)C(=O)OCC (Ethyl 6-Bromo-2-picolinate), [H-].[H-].[H-].[H-].[Li+].[Al+3] (LiAlH4). Product: BrC1=CC=CC(=N1)CO (6-Bromopyridin-2-methanol). As a reaction SMILES: [Br:1][C:2]1[N:7]=[C:6]([C:8](OCC)=[O:9])[CH:5]=[CH:4][CH:3]=1.[H-].[H-].[H-].[H-].[Li+].[Al+3]>C1COCC1>[Br:1][C:2]1[N:7]=[C:6]([CH2:8][OH:9])[CH:5]=[CH:4][CH:3]=1 |f:1.2.3.4.5.6|. Reactants: CCCCCN, CCCCO, Cc1nc(N)nc(Cl)c1Cc1cccc(CC#N)c1. Yields the product CCCCCNc1nc(N)nc(C)c1Cc1cccc(CC#N)c1. Reaction SMILES: [CH2:20]([CH2:21][CH2:22][CH2:23][CH3:24])[NH2:25].[CH3:26][CH2:27][CH2:28][CH2:29][OH:30].[NH2:1][c:2]1[n:3][c:4]([CH3:19])[c:5]([CH2:9][c:10]2[cH:11][c:12]([CH2:16][C:17]#[N:18])[cH:13][cH:14][cH:15]2)[c:6]([Cl:8])[n:7]1>>[NH2:1][c:2]1[n:3][c:4]([CH3:19])[c:5]([CH2:9][c:10]2[cH:11][c:12]([CH2:16][C:17]#[N:18])[cH:13][cH:14][cH:15]2)[c:6]([NH:25][CH2:20][CH2:21][CH2:22][CH2:23][CH3:24])[n:7]1.